This data is from the Open Reaction Database (ORD), a public repository of structured organic reaction records. The task is: describe an organic reaction: reactants, conditions, products, and yield The reactants are C=CCC1(C)CC(c2cccc(Cl)c2)C(c2ccc(Cl)cc2)N(C(CC)CO)C1=O, C1CCOC1, [H-], CI, [Na+]. The product is C=CCC1(C)CC(c2cccc(Cl)c2)C(c2ccc(Cl)cc2)N(C(CC)COC)C1=O. As a reaction SMILES: [CH2:1]([CH:2]=[CH2:3])[C:4]1([CH3:30])[C:5](=[O:29])[N:6]([CH:24]([CH2:25][OH:26])[CH2:27][CH3:28])[CH:7]([c:17]2[cH:18][cH:19][c:20]([Cl:23])[cH:21][cH:22]2)[CH:8]([c:10]2[cH:11][c:12]([Cl:16])[cH:13][cH:14][cH:15]2)[CH2:9]1.[CH2:35]1[O:36][CH2:37][CH2:38][CH2:39]1.[H-:31].[I:33][CH3:34].[Na+:32]>>[CH2:1]([CH:2]=[CH2:3])[C:4]1([CH3:30])[C:5](=[O:29])[N:6]([CH:24]([CH2:25][O:26][CH3:34])[CH2:27][CH3:28])[CH:7]([c:17]2[cH:18][cH:19][c:20]([Cl:23])[cH:21][cH:22]2)[CH:8]([c:10]2[cH:11][c:12]([Cl:16])[cH:13][cH:14][cH:15]2)[CH2:9]1. The reactants are IC1=CC=C(C=C1)N1C(C=CC=C1)=O (1-(4-iodophenyl)pyridin-2(1H)-one), OCC=1N=CNC1 (4-hydroxymethylimidazole), OC=1C=CC=C2C=CC=NC12 (8-hydroxyquinoline), C(=O)([O-])[O-].[K+].[K+] (K2CO3). Reagents/catalysts: [Cu]I (CuI). The solvent is CS(=O)C (DMSO), CCOC(=O)C (EtOAc), O (Water). Reaction conditions: temperature 130 celsius. Product: OCC=1N=CN(C1)C1=CC=C(C=C1)N1C(C=CC=C1)=O (1-(4-(4-(hydroxymethyl)-1H-imidazol-1-yl)phenyl)pyridin-2(1H)-one). As a reaction SMILES: I[C:2]1[CH:7]=[CH:6][C:5]([N:8]2[CH:13]=[CH:12][CH:11]=[CH:10][C:9]2=[O:14])=[CH:4][CH:3]=1.[OH:15][CH2:16][C:17]1[N:18]=[CH:19][NH:20][CH:21]=1.OC1C=CC=C2C=1N=CC=C2.C([O-])([O-])=O.[K+].[K+]>CS(C)=O.[Cu]I.CCOC(C)=O.O>[OH:15][CH2:16][C:17]1[N:18]=[CH:19][N:20]([C:2]2[CH:7]=[CH:6][C:5]([N:8]3[CH:13]=[CH:12][CH:11]=[CH:10][C:9]3=[O:14])=[CH:4][CH:3]=2)[CH:21]=1 |f:3.4.5|. Procedure: A mixture of 1-(4-iodophenyl)pyridin-2(1H)-one prepared in Example 19 (1.00 g, 3.37 mmol), 4-hydroxymethylimidazole II-1 (0.330 g, 3.37 mmol), 8-hydroxyquinoline (0.073 g, 0.50 mmol) and K2CO3 (1.00 g, 7.25 mmol) in DMSO (7 mL) was degassed with Ar before being charged with CuI (0.100 g, 0.52 mmol). The mixture in a sealed tube was heated at 130° C. overnight. Water and EtOAc were added. The mixture was filtered through CELITE. The organic layer was separated, dried over Na2SO4, concentrated in ... As a reaction SMILES: [Cl:1][c:2]1[cH:3][cH:4][c:5]([CH2:6][NH:7][C:8](=[O:9])[NH:10][N:11]([CH3:12])[CH2:13][C:14](=[O:15])[OH:16])[cH:17][cH:18]1.[NH2:19][CH:20]([CH2:21][CH2:22][CH2:23][CH2:24][NH:25][C:26]([O:27][C:28]([CH3:29])([CH3:30])[CH3:31])=[O:32])[C:33](=[O:34])[N:35]([CH2:36][c:37]1[cH:38][cH:39][cH:40][c:41]2[cH:42][cH:43][cH:44][n:45][c:46]12)[CH:47]([CH:48]([O:49][CH2:50][CH3:51])[O:52][CH2:53][CH3:54])[CH3:55]>>[Cl:1][c:2]1[cH:3][cH:4][c:5]([CH2:6][NH:7][C:8](=[O:9])[NH:10][N:11]([CH3:12])[CH2:13][C:14](=[O:16])[NH:19][CH:20]([CH2:21][CH2:22][CH2:23][CH2:24][NH:25][C:26]([O:27][C:28]([CH3:29])([CH3:30])[CH3:31])=[O:32])[C:33](=[O:34])[N:35]([CH2:36][c:37]2[cH:38][cH:39][cH:40][c:41]3[cH:42][cH:43][cH:44][n:45][c:46]23)[CH:47]([CH:48]([O:49][CH2:50][CH3:51])[O:52][CH2:53][CH3:54])[CH3:55])[cH:17][cH:18]1. The reactants are CN(CC(=O)O)NC(=O)NCc1ccc(Cl)cc1, CCOC(OCC)C(C)N(Cc1cccc2cccnc12)C(=O)C(N)CCCCNC(=O)OC(C)(C)C. Product: CCOC(OCC)C(C)N(Cc1cccc2cccnc12)C(=O)C(CCCCNC(=O)OC(C)(C)C)NC(=O)CN(C)NC(=O)NCc1ccc(Cl)cc1. Starting materials: COC(=O)C=Cc1cnc(Cl)cn1, [K+], [K+], [K+], CC(C)(C)OC(=O)N1CCC(N)C1, O, O=P([O-])([O-])[O-]. RXN SMILES: [Cl:1][c:2]1[n:3][cH:4][c:5]([CH:8]=[CH:9][C:10](=[O:11])[O:12][CH3:13])[n:6][cH:7]1.[K+:32].[K+:33].[K+:34].[NH2:14][CH:15]1[CH2:16][N:17]([C:20](=[O:21])[O:22][C:23]([CH3:24])([CH3:25])[CH3:26])[CH2:18][CH2:19]1.[OH2:35].[P:27]([O-:28])([O-:29])([O-:30])=[O:31]>>[c:2]1([NH:14][CH:15]2[CH2:16][N:17]([C:20](=[O:21])[O:22][C:23]([CH3:24])([CH3:25])[CH3:26])[CH2:18][CH2:19]2)[n:3][cH:4][c:5]([CH:8]=[CH:9][C:10](=[O:11])[O:12][CH3:13])[n:6][cH:7]1. Yields the product COC(=O)C=Cc1cnc(NC2CCN(C(=O)OC(C)(C)C)C2)cn1. Starting materials: C(C)(C)(C)OC(N[C@H]1[C@]2(CCCN(C2)CC2=CC=C(C=C2)F)CCCC1)=O ([(6S,7R)-2-(4-fluorobenzyl)-2-aza-spiro[5.5]undec-7-yl]-carbamic acid tert-butyl ester), FC(C(=O)O)(F)F (trifluoroacetic acid), [OH-].[Na+] (sodium hydroxide). Solvent: ClCCl (dichloromethane). Conditions: time 1 hour. Yields the product FC1=CC=C(CN2C[C@]3(CCC2)[C@@H](CCCC3)N)C=C1 ((6S,7R)-2-(4-fluorobenzyl)-2-aza-spiro[5,5]undec-7-ylamine). Yield: 1085.4%. RXN SMILES: C(OC(=O)[NH:7][C@@H:8]1[CH2:26][CH2:25][CH2:24][CH2:23][C@@:9]21[CH2:14][N:13]([CH2:15][C:16]1[CH:21]=[CH:20][C:19]([F:22])=[CH:18][CH:17]=1)[CH2:12][CH2:11][CH2:10]2)(C)(C)C.FC(F)(F)C(O)=O.[OH-].[Na+]>ClCCl>[F:22][C:19]1[CH:18]=[CH:17][C:16]([CH2:15][N:13]2[CH2:12][CH2:11][CH2:10][C@@:9]3([CH2:23][CH2:24][CH2:25][CH2:26][C@H:8]3[NH2:7])[CH2:14]2)=[CH:21][CH:20]=1 |f:2.3|. Reported procedure: A solution of [(6S,7R)-2-(4-fluorobenzyl)-2-aza-spiro[5.5]undec-7-yl]-carbamic acid tert-butyl ester (6.3 g, 1.4 mmol) in dichloromethane (30 mL) was treated with trifluoroacetic acid (30 mL) and stirred at room temperature for 1 hour. The solvent was removed under vacuum to give a residue. The residue was treated with 1.0 N aqueous sodium hydroxide. The mixture was extracted with dichloromethane and the organic phase was washed with water and saturated aqueous sodium chloride. The solvent was r... The reactants are OCC(N)(CO)CO (Tris-(hydroxymethyl)-aminomethane), C1(CCCCC1)=O (cyclohexanone), O (water). The solvent is C1(=CC=CC=C1)C (toluene). Yields the product C(O)C1(COC2(N1)CCCCC2)CO (3,3-Dimethylol-1-Oxa-4-Azaspiro[4.5]Decane). RXN SMILES: [OH:1][CH2:2][C:3]([CH2:7][OH:8])([CH2:5][OH:6])[NH2:4].[C:9]1(=O)[CH2:14][CH2:13][CH2:12][CH2:11][CH2:10]1.O>C1(C)C=CC=CC=1>[CH2:2]([C:3]1([CH2:7][OH:8])[NH:4][C:9]2([CH2:14][CH2:13][CH2:12][CH2:11][CH2:10]2)[O:6][CH2:5]1)[OH:1]. Procedure details: Tris-(hydroxymethyl)-aminomethane (24.23 grams; 0.2 mole) and cyclohexanone (19.63 grams; 0.2 mole) were refluxed overnight in 150 mls of toluene, using a water separator to remove approximately 3.6 mls of water. The toluene was then removed by distillation and the residue was recrystallized from acetone to obtain 32 grams (79.5% of theoretical; m.p. 117°-119° C.) of the desired compound.